This data is from the Open Reaction Database (ORD), a public repository of structured organic reaction records. The task is: describe an organic reaction: reactants, conditions, products, and yield Starting materials: [H-], CI, [Na+], [Na+], O=C([O-])O, CN(C)C=O, N#Cc1c(-c2cccnc2)[nH]c2ccccc12. The product is Cn1c(-c2cccnc2)c(C#N)c2ccccc21. RXN SMILES: [H-:18].[I:20][CH3:21].[Na+:19].[Na+:26].[O-:22][C:23]([OH:24])=[O:25].[O:27]=[CH:28][N:29]([CH3:30])[CH3:31].[n:1]1[cH:2][c:3](-[c:7]2[nH:8][c:9]3[cH:10][cH:11][cH:12][cH:13][c:14]3[c:15]2[C:16]#[N:17])[cH:4][cH:5][cH:6]1>>[n:1]1[cH:2][c:3](-[c:7]2[n:8]([CH3:23])[c:9]3[cH:10][cH:11][cH:12][cH:13][c:14]3[c:15]2[C:16]#[N:17])[cH:4][cH:5][cH:6]1. Starting materials: Cl, Cl, Cl, NC1CCC(CCN2CCN(c3nccc4c3CCO4)CC2)CC1, O=C(O)c1ccccc1. RXN SMILES: [ClH:1].[ClH:2].[ClH:3].[O:4]1[CH2:5][CH2:6][c:7]2[c:8]([N:13]3[CH2:14][CH2:15][N:16]([CH2:19][CH2:20][CH:21]4[CH2:22][CH2:23][CH:24]([NH2:27])[CH2:25][CH2:26]4)[CH2:17][CH2:18]3)[n:9][cH:10][cH:11][c:12]21.[OH:28][C:29](=[O:30])[c:31]1[cH:32][cH:33][cH:34][cH:35][cH:36]1>>[O:4]1[CH2:5][CH2:6][c:7]2[c:8]([N:13]3[CH2:14][CH2:15][N:16]([CH2:19][CH2:20][CH:21]4[CH2:22][CH2:23][CH:24]([NH:27][C:29](=[O:28])[c:31]5[cH:32][cH:33][cH:34][cH:35][cH:36]5)[CH2:25][CH2:26]4)[CH2:17][CH2:18]3)[n:9][cH:10][cH:11][c:12]21. Product: O=C(NC1CCC(CCN2CCN(c3nccc4c3CCO4)CC2)CC1)c1ccccc1. The reactants are C(CCC)C1=NOC=C1COC1=NC=C(C(=O)O)C=C1 (6-(3-butyl-isoxazol-4-ylmethoxy)-nicotinic acid), C(CCC)C1=NOC(=C1COC1=NC=C(C(=O)O)C=C1)C (6-(3-butyl-5-methyl-isoxazol-4-ylmethoxy)-nicotinic acid), N[C@H](CO)C ((S)-(+)-2-amino-1-propanol). The product is C(CCC)C1=NOC=C1COC1=NC=C(C(=O)N[C@H](CO)C)C=C1 (6-(3-Butyl-isoxazol-4-ylmethoxy)-N—((S)-2-hydroxy-1-methyl-ethyl)-nicotinamide). Yield: 79.0%. RXN SMILES: [CH2:1]([C:5]1[C:9]([CH2:10][O:11][C:12]2[CH:20]=[CH:19][C:15]([C:16]([OH:18])=O)=[CH:14][N:13]=2)=[CH:8][O:7][N:6]=1)[CH2:2][CH2:3][CH3:4].C(C1C(COC2C=CC(C(O)=O)=CN=2)=C(C)ON=1)CCC.[NH2:42][C@@H:43]([CH3:46])[CH2:44][OH:45]>>[CH2:1]([C:5]1[C:9]([CH2:10][O:11][C:12]2[CH:20]=[CH:19][C:15]([C:16]([NH:42][C@@H:43]([CH3:46])[CH2:44][OH:45])=[O:18])=[CH:14][N:13]=2)=[CH:8][O:7][N:6]=1)[CH2:2][CH2:3][CH3:4]. Reported procedure: As described for example 19b, 6-(3-butyl-isoxazol-4-ylmethoxy)-nicotinic acid (200 mg, 0.72 mmol) was converted, instead of 6-(3-butyl-5-methyl-isoxazol-4-ylmethoxy)-nicotinic acid, using (S)-(+)-2-amino-1-propanol instead of rac-2,2,2-trifluoro-1-(methyl)ethylamine, to the title compound (190 mg, 79%) which was obtained as a white solid after purification by chromatography (silica, heptane:ethyl acetate 7:3 to 0:1). MS: m/e=332.1 [M−H]−. Starting materials: CS(=O)(=O)Cl, CCOC(C)=O, COc1ccc(Oc2ccccc2)c(N)c1, O, c1ccncc1. The product is COc1ccc(Oc2ccccc2)c(NS(C)(=O)=O)c1. RXN SMILES: [CH3:17][S:18]([Cl:19])(=[O:20])=[O:21].[CH3:22][CH2:23][O:24][C:25](=[O:26])[CH3:27].[NH2:1][c:2]1[cH:3][c:4]([O:15][CH3:16])[cH:5][cH:6][c:7]1[O:8][c:9]1[cH:10][cH:11][cH:12][cH:13][cH:14]1.[OH2:28].[cH:29]1[cH:30][cH:31][n:32][cH:33][cH:34]1>>[NH:1]([c:2]1[cH:3][c:4]([O:15][CH3:16])[cH:5][cH:6][c:7]1[O:8][c:9]1[cH:10][cH:11][cH:12][cH:13][cH:14]1)[S:18]([CH3:17])(=[O:20])=[O:21]. Reactants: NCCNC(=O)C1=NC(=C2N=CN(C2=N1)[C@@H]1O[C@@H]([C@H]([C@H]1O)O)C(=O)NCC)NCC(C1=CC=CC=C1)C1=CC=CC=C1 (N-(2-aminoethyl)-6-[(2,2-diphenylethyl)amino]-9-{(2R,3R,4S,5S)-5-[(ethylamino)carbonyl]-3,4-dihydroxytetrahydro-2-furanyl}-9H-purine-2-carboxamide), C(C)(C)C1CCN(CC1)CCNC(=O)N1C=NC=C1 (N-[2-(4-isopropyl-1-piperidinyl)ethyl]-1H-imidazole-1-carboxamide). Product: C1(=CC=CC=C1)C(CNC1=C2N=CN(C2=NC(=N1)C(=O)NCCNC(=O)NCCN1CCC(CC1)C(C)C)[C@@H]1O[C@@H]([C@H]([C@H]1O)O)C(=O)NCC)C1=CC=CC=C1 (6-[(2,2-Diphenylethyl)amino]-9-{(2R,3R,4S,5S)-5-[(ethylamino)carbonyl]-3,4-dihydroxytetrahydro-2-furanyl}-N-{2-[({[2-(4-isopropyl-1-piperidinyl)ethyl]amino}carbonyl)amino]ethyl}-9H-purine-2-carboxamide). As a reaction SMILES: [NH2:1][CH2:2][CH2:3][NH:4][C:5]([C:7]1[N:15]=[C:14]2[C:10]([N:11]=[CH:12][N:13]2[C@H:16]2[C@H:20]([OH:21])[C@H:19]([OH:22])[C@@H:18]([C:23]([NH:25][CH2:26][CH3:27])=[O:24])[O:17]2)=[C:9]([NH:28][CH2:29][CH:30]([C:37]2[CH:42]=[CH:41][CH:40]=[CH:39][CH:38]=2)[C:31]2[CH:36]=[CH:35][CH:34]=[CH:33][CH:32]=2)[N:8]=1)=[O:6].[CH:43]([CH:46]1[CH2:51][CH2:50][N:49]([CH2:52][CH2:53][NH:54][C:55](N2C=CN=C2)=[O:56])[CH2:48][CH2:47]1)([CH3:45])[CH3:44]>>[C:31]1([CH:30]([C:37]2[CH:42]=[CH:41][CH:40]=[CH:39][CH:38]=2)[CH2:29][NH:28][C:9]2[N:8]=[C:7]([C:5]([NH:4][CH2:3][CH2:2][NH:1][C:55]([NH:54][CH2:53][CH2:52][N:49]3[CH2:50][CH2:51][CH:46]([CH:43]([CH3:45])[CH3:44])[CH2:47][CH2:48]3)=[O:56])=[O:6])[N:15]=[C:14]3[C:10]=2[N:11]=[CH:12][N:13]3[C@H:16]2[C@H:20]([OH:21])[C@H:19]([OH:22])[C@@H:18]([C:23]([NH:25][CH2:26][CH3:27])=[O:24])[O:17]2)[CH:36]=[CH:35][CH:34]=[CH:33][CH:32]=1. Procedure: Prepared from N-(2-aminoethyl)-6-[(2,2-diphenylethyl)amino]-9-{(2R,3R,4S,5S)-5-[(ethylamino)carbonyl]-3,4-dihydroxytetrahydro-2-furanyl}-9H-purine-2-carboxamide (Preparation 10) and N-[2-(4-isopropyl-1-piperidinyl)ethyl]-1H-imidazole-1-carboxamide (Preparation 22) by a similar method to Example 1. The reactants are ClC1=NC=CC(=C1)CO (2-chloro-4-(hydroxymethyl)pyridine), BrP(C1=CC=CC=C1)(C1=CC=CC=C1)(C1=CC=CC=C1)Br (dibromotriphenylphosphorane). Solvent: ClCCl (dichloromethane), ClCCl (dichloromethane), ClCCl (dichloromethane). Run at time 1 hour. The product is ClC1=NC=CC(=C1)CBr (2-chloro-4-(bromomethyl)-pyridine). Isolated yield 34.8%. Reaction SMILES: [Cl:1][C:2]1[CH:7]=[C:6]([CH2:8]O)[CH:5]=[CH:4][N:3]=1.[Br:10]P(Br)(C1C=CC=CC=1)(C1C=CC=CC=1)C1C=CC=CC=1>ClCCl>[Cl:1][C:2]1[CH:7]=[C:6]([CH2:8][Br:10])[CH:5]=[CH:4][N:3]=1. Reported procedure: A solution of 0.2 g of 2-chloro-4-(hydroxymethyl)pyridine in 2.5 ml of dichloromethane is added dropwise to a solution of 0.706 g of dibromotriphenylphosphorane in 9.5 ml of dichloromethane, under an inert atmosphere of argon at a temperature in the region of 20° C. Stirring is continued at this temperature for about 1 hour. The reaction medium is taken up in 50 ml of dichloromethane and then washed with 3×50 ml of water. The organic phase is dried over magnesium sulfate, filtered and then conce... Reactants: C(C)OC(=O)N1CCN(CC1)C([C@H](CC(=O)OC(C)(C)C)NC(=O)C1=NN(C(=C1)OCC(=O)N1[C@@H](CCC1)C(=O)OCC1=CC=CC=C1)C1=CC=CC=C1)=O (4-[(S)-2-({5-[2-((S)-2-Benzyloxycarbonyl-pyrrolidin-1-yl)-2-oxo-ethoxy]-1-phenyl-1H-pyrazole-3-carbonyl}-amino)-3-tert-butoxycarbonyl-propionyl]-piperazine-1-carboxylic acid ethyl ester). The solvent is C(C)(=O)OCC (ethyl acetate). Conditions: time 24 hour. The product is C(C)OC(=O)N1CCN(CC1)C([C@H](CC(=O)OC(C)(C)C)NC(=O)C1=NN(C(=C1)OCC(=O)N1[C@@H](CCC1)C(=O)O)C1=CC=CC=C1)=O (4-[(S)-3-tert-Butoxycarbonyl-2-({5-[2-((S)-2-carboxy-pyrrolidin-1-yl)-2-oxo-ethoxy]-1-phenyl-1H-pyrazole-3-carbonyl}-amino)-propionyl]-piperazine-1-carboxylic acid ethyl ester). RXN SMILES: [CH2:1]([O:3][C:4]([N:6]1[CH2:11][CH2:10][N:9]([C:12](=[O:55])[C@@H:13]([NH:22][C:23]([C:25]2[CH:29]=[C:28]([O:30][CH2:31][C:32]([N:34]3[CH2:38][CH2:37][CH2:36][C@H:35]3[C:39]([O:41]CC3C=CC=CC=3)=[O:40])=[O:33])[N:27]([C:49]3[CH:54]=[CH:53][CH:52]=[CH:51][CH:50]=3)[N:26]=2)=[O:24])[CH2:14][C:15]([O:17][C:18]([CH3:21])([CH3:20])[CH3:19])=[O:16])[CH2:8][CH2:7]1)=[O:5])[CH3:2]>C(OCC)(=O)C>[CH2:1]([O:3][C:4]([N:6]1[CH2:7][CH2:8][N:9]([C:12](=[O:55])[C@@H:13]([NH:22][C:23]([C:25]2[CH:29]=[C:28]([O:30][CH2:31][C:32]([N:34]3[CH2:38][CH2:37][CH2:36][C@H:35]3[C:39]([OH:41])=[O:40])=[O:33])[N:27]([C:49]3[CH:54]=[CH:53][CH:52]=[CH:51][CH:50]=3)[N:26]=2)=[O:24])[CH2:14][C:15]([O:17][C:18]([CH3:21])([CH3:20])[CH3:19])=[O:16])[CH2:10][CH2:11]1)=[O:5])[CH3:2]. Reported procedure: To a solution of 4.0 g 4-[(S)-2-({5-[2-((S)-2-Benzyloxycarbonyl-pyrrolidin-1-yl)-2-oxo-ethoxy]-1-phenyl-1H-pyrazole-3-carbonyl}-amino)-3-tert-butoxycarbonyl-propionyl]-piperazine-1-carboxylic acid ethyl ester in 50 ml ethyl acetate were added under argon 0.5 g Pd/C (10%) and the suspension was stirred under an atmosphere of hydrogen (3 bar) for 24 h. The suspension was filtered over a plug of Celite® and washed with ethyl acetate. The crude product obtained after evaporation of the solvent was u...